Dataset: the Open Reaction Database (ORD), a public repository of structured organic reaction records. Task: describe an organic reaction: reactants, conditions, products, and yield Starting materials: C(C)(C)N1[C@@H]2CN([C@H](C1)C2)C2=CC=C(C=C2)N (4-((1S,4S)-5-Isopropyl-2,5-diaza-bicyclo[2.2.1]hept-2-yl)-phenylamine), Cl.Cl.C12NCC(NC1)CC2 (2,5-diazabicyclo[2.2.2]octane dihydrochloride). Product: C(C)(C)N1C2CN(C(C1)CC2)C2=CC=C(N)C=C2 (4-(5-isopropyl-2,5-diazabicyclo[2.2.2]octan-2-yl)aniline). Reaction SMILES: [CH:1]([N:4]1[CH2:9][C@@H:8]2[CH2:10][C@H:5]1[CH2:6][N:7]2[C:11]1[CH:16]=[CH:15][C:14]([NH2:17])=[CH:13][CH:12]=1)([CH3:3])[CH3:2].Cl.Cl.[CH:20]12CCC(NC1)CN2>>[CH:1]([N:4]1[CH2:9][CH:8]2[CH2:20][CH2:10][CH:5]1[CH2:6][N:7]2[C:11]1[CH:12]=[CH:13][C:14]([NH2:17])=[CH:15][CH:16]=1)([CH3:2])[CH3:3] |f:1.2.3|. Procedure details: This compound is prepared according to the same procedure as described for Intermediate 7 using 2,5-diazabicyclo[2.2.2]octane dihydrochloride (J. Heterocycl. Chem, 1974, 11, 449-451). Starting materials: S1CCC(CC1)C1=NC=2N(C(=C1)N(COCC[Si](C)(C)C)COCC[Si](C)(C)C)N=CC2 (5-(tetrahydro-2H-thiopyran-4-yl)-N,N-bis((2-(trimethylsilyl)ethoxy)methyl)pyrazolo[1,5-a]pyrimidin-7-amine), C1=CC(=CC(=C1)Cl)C(=O)OO (mCPBA). Conditions: time 1 hour. Product: 5-(tetrahydro-2H-thiopyran-4-yl-1′,1′-dioxide), C[Si](CCOCN(C1=CC=NC=2N1N=CC2)COCC[Si](C)(C)C)(C)C (N,N-bis((2-(trimethylsilyl)ethoxy)methyl)pyrazolo[1,5-a]pyrimidin-7-amine). Reaction SMILES: S1CCC([C:7]2[CH:12]=[C:11]([N:13]([CH2:22][O:23][CH2:24][CH2:25][Si:26]([CH3:29])([CH3:28])[CH3:27])[CH2:14][O:15][CH2:16][CH2:17][Si:18]([CH3:21])([CH3:20])[CH3:19])[N:10]3[N:30]=[CH:31][CH:32]=[C:9]3[N:8]=2)CC1.C1C=C(Cl)C=C(C(OO)=O)C=1>>[CH3:27][Si:26]([CH3:29])([CH3:28])[CH2:25][CH2:24][O:23][CH2:22][N:13]([CH2:14][O:15][CH2:16][CH2:17][Si:18]([CH3:21])([CH3:20])[CH3:19])[C:11]1[N:10]2[N:30]=[CH:31][CH:32]=[C:9]2[N:8]=[CH:7][CH:12]=1. Reported procedure: To a solution of compound, 5-(tetrahydro-2H-thiopyran-4-yl)-N,N-bis((2-(trimethylsilyl)ethoxy)methyl)pyrazolo[1,5-a]pyrimidin-7-amine (18.7 mmol, 9.23 g) DCM (100 mL) was added mCPBA and stirred at rt for 1 h. The reaction was quenched with Na2S2O3 (aq.) and diluted with DCM (100 mL). The separated organic layer was washed with NaHCO3 (2*) and brine, dried over Na2SO4, and concentrated to afford crude compound, 5-(tetrahydro-2H-thiopyran-4-yl-1′,1′-dioxide)-)-N,N-bis((2-(trimethylsilyl)ethoxy)me... The reactants are BrC(C(=O)O)C1=CC=CC=C1 (α-bromophenylacetic acid), NC(=S)N (thiourea). The solvent is C(C)O (ethanol). Yields the product N=C1SC(C(N1)=O)C1=CC=CC=C1 (2-Imino-5-phenyl-4-thiazolidinone). The yield is 157.2%. RXN SMILES: Br[CH:2]([C:6]1[CH:11]=[CH:10][CH:9]=[CH:8][CH:7]=1)[C:3](O)=[O:4].[NH2:12][C:13]([NH2:15])=[S:14]>C(O)C>[NH:12]=[C:13]1[NH:15][C:3](=[O:4])[CH:2]([C:6]2[CH:11]=[CH:10][CH:9]=[CH:8][CH:7]=2)[S:14]1. Procedure details: A mixture of 100 g (0.47 mole) of α-bromophenylacetic acid (Aldrich) and 41.0 g (0.54 mole) of thiourea (Baker) in 600 mL of ethanol was stirred and heated on a steam bath for 4 hr. The solvent was evaporated under reduced pressure to give 142.0 g crude title compound as a white solid. An analytical sample of title compound, mp 249°-252° C., was prepared from 95% ethanol as white flakes. The reactants are OC1=CC(N(C=C1)CCC1=CC=C(C=C1)CO)=O (4-Hydroxy-1-[2-(4-hydroxymethyl-phenyl)-ethyl]-1H-pyridin-2-one), ClCC1=NC=CC=C1C (2-chloromethyl-3-methyl-pyridine), C([O-])([O-])=O.[K+].[K+] (potassium carbonate). Solvent: CN(C)C=O (DMF). Run at time 8 hour. Yields the product OCC1=CC=C(C=C1)CCN1C(C=C(C=C1)OCC1=NC=CC=C1C)=O (1-[2-(4-Hydroxymethyl-phenyl)-ethyl]-4-(3-methyl-pyridin-2-ylmethoxy)-1H-pyridin-2-one). As a reaction SMILES: [OH:1][C:2]1[CH:7]=[CH:6][N:5]([CH2:8][CH2:9][C:10]2[CH:15]=[CH:14][C:13]([CH2:16][OH:17])=[CH:12][CH:11]=2)[C:4](=[O:18])[CH:3]=1.Cl[CH2:20][C:21]1[C:26]([CH3:27])=[CH:25][CH:24]=[CH:23][N:22]=1.C(=O)([O-])[O-].[K+].[K+]>CN(C=O)C>[OH:17][CH2:16][C:13]1[CH:14]=[CH:15][C:10]([CH2:9][CH2:8][N:5]2[CH:6]=[CH:7][C:2]([O:1][CH2:20][C:21]3[C:26]([CH3:27])=[CH:25][CH:24]=[CH:23][N:22]=3)=[CH:3][C:4]2=[O:18])=[CH:11][CH:12]=1 |f:2.3.4|. Procedure details: To 500 mg (2.04 mmol) 4-hydroxy-1-[2-(4-hydroxymethyl-phenyl)-ethyl]-1H-pyridin-2-one (preparation 2b) in 10 mL DMF is added 472 mg (2.65 mmol) 2-chloromethyl-3-methyl-pyridine and 845 mg (6.12 mmol) potassium carbonate. The reaction mixture is stirred overnight at RT, filtered and directly transferred to a reverse HPLC for purification (Zorbax stable bond, C18; water (0.15% formic acid)/acetonitrile 95:5 to 10:90). Starting materials: C(C)OC(NC1CC(=CCC1)C#CC1=CC=CC=C1)=O ((3-phenylethynyl-cyclohex-3-enyl)-carbamic acid ethyl ester), CN(C)C=O (DMF), [H-].[Na+] (NaH). Solvent: C1CCOC1 (THF), C1CCOC1 (THF). Conditions: time 90 minute. Yields the product C(C)OC(N(C1CC(=CCC1)C#CC1=CC=CC=C1)C)=O ((±)-Methyl-(3-phenylethynyl-cyclohex-3-enyl)-carbamic acid ethyl ester). Isolated yield 43.0%. As a reaction SMILES: [CH2:1]([O:3][C:4](=[O:20])[NH:5][CH:6]1[CH2:11][CH2:10][CH:9]=[C:8]([C:12]#[C:13][C:14]2[CH:19]=[CH:18][CH:17]=[CH:16][CH:15]=2)[CH2:7]1)[CH3:2].[H-].[Na+].[CH3:23]N(C=O)C>C1COCC1>[CH2:1]([O:3][C:4](=[O:20])[N:5]([CH3:23])[CH:6]1[CH2:11][CH2:10][CH:9]=[C:8]([C:12]#[C:13][C:14]2[CH:19]=[CH:18][CH:17]=[CH:16][CH:15]=2)[CH2:7]1)[CH3:2] |f:1.2|. Reported procedure: 22 mg (0.082 mmol) (3-phenylethynyl-cyclohex-3-enyl)-carbamic acid ethyl ester are dissolved in 2 ml DMF and 1 mL THF. 8 mg (0.165 mmol) of a 60% dispersion of NaH in oil is added and the mixture stirred under argon for 90 minutes at room temperature. The reaction mixture is cooled to 0°, and 16 microliters Mel in 0.5 ml THF are added dropwise. After stirring one hour at room tenmperature, the reaction mixture is cooled to 0° again, ice is added and the crude product extracted with ethyl acetate... Yields the product CSc1nc(N)c([N+](=O)[O-])c(N2CCS(=O)CC2)n1. The reactants are CC(C)=O, CSc1nc(N)c([N+](=O)[O-])c(Cl)n1, O=S1CCNCC1. As a reaction SMILES: [CH3:21][C:22](=[O:23])[CH3:24].[Cl:1][c:2]1[n:3][c:4]([S:12][CH3:13])[n:5][c:6]([NH2:11])[c:7]1[N+:8](=[O:9])[O-:10].[S:14]1(=[O:20])[CH2:15][CH2:16][NH:17][CH2:18][CH2:19]1>>[c:2]1([N:17]2[CH2:16][CH2:15][S:14](=[O:20])[CH2:19][CH2:18]2)[n:3][c:4]([S:12][CH3:13])[n:5][c:6]([NH2:11])[c:7]1[N+:8](=[O:9])[O-:10].